This data is from the Open Reaction Database (ORD), a public repository of structured organic reaction records. The task is: describe an organic reaction: reactants, conditions, products, and yield Reactants: [H-].[Na+] (Sodium hydride), C([O-])(O)=O.[Na+] (sodium bicarbonate), C(CCC)NC(=O)C=1[C@]2(C)[C@@H](CC1)[C@@H]1CCC=3C=C(C=CC3[C@H]1CC2)O (17-(N-Butylcarbamoyl)-3-(hydroxy)estra-1,3,5(10),16-tetraene), ClS(=O)(=O)N (chlorosulfonamide). Run in CN(C)C=O (DMF). Reaction conditions: time 25 minute. Product: S(N)(OC1=CC=2CC[C@H]3[C@@H]4CC=C([C@@]4(C)CC[C@@H]3C2C=C1)C(NCCCC)=O)(=O)=O (17-(N-Butylcarbamoyl)estra-1,3,5(10),16-tetraen-3-yl Sulfamate). Isolated yield 95.2%. Reaction SMILES: [H-].[Na+].[CH2:3]([NH:7][C:8]([C:10]1[C@:11]2([CH2:27][CH2:26][C@H:25]3[C@@H:16]([CH2:17][CH2:18][C:19]4[CH:20]=[C:21]([OH:28])[CH:22]=[CH:23][C:24]=43)[C@@H:13]2[CH2:14][CH:15]=1)[CH3:12])=[O:9])[CH2:4][CH2:5][CH3:6].Cl[S:30]([NH2:33])(=[O:32])=[O:31].C(=O)(O)[O-].[Na+]>CN(C=O)C>[S:30](=[O:32])(=[O:31])([O:28][C:21]1[CH:22]=[CH:23][C:24]2[C@@H:25]3[C@H:16]([C@H:13]4[C@@:11]([CH2:27][CH2:26]3)([CH3:12])[C:10]([C:8](=[O:9])[NH:7][CH2:3][CH2:4][CH2:5][CH3:6])=[CH:15][CH2:14]4)[CH2:17][CH2:18][C:19]=2[CH:20]=1)[NH2:33] |f:0.1,4.5|. Reported procedure: Sodium hydride (20 mg) was added to a solution comprising 73 mg of compound 10a in 2 ml of anhydrous DMF at 0° C. The solution was stirred for 25 minutes and 126 mg of chlorosulfonamide was added in one portion. The solution was then stirred at room temperature for 2 hours. Ice and saturated sodium bicarbonate solution was added to the reaction mixture. The precipitate formed was filtered and washed with water. The residue was purified by chromatography on silica gel (CHCl3:methanol, 50:1), yiel... Product: N1N=NN=C1C=1C=C(C=CC1)NC(=O)C1(CCN(CC1)C(=O)OC(C)(C)C)C (tert-butyl 4-(3-(1H-tetrazol-5-yl)phenylcarbamoyl)-4-methylpiperidine-1-carboxylate). The reagents and catalysts are CN(C)C=O (DMF). Reactants: C(C)(C)(C)OC(=O)N1CCC(CC1)(C(=O)O)C (1-(tert-butoxycarbonyl)-4-methylpiperidine-4-carboxylic acid), N1=CC=CC=C1 (pyridine), N1N=NN=C1C=1C=C(C=CC1)N (3-(1H-tetrazol-5-yl)-phenylamine), C(C(=O)Cl)(=O)Cl (oxalyl chloride). Yield: 70.0%. Run at time 40 minute. Procedure details: To a solution of 1-(tert-butoxycarbonyl)-4-methylpiperidine-4-carboxylic acid (100 mg, 0.41 mmol) in dichloroethane (2.0 mL) were added DMF (2 drops) and pyridine (0.13 g, 1.6 mmol), followed by oxalyl chloride (57 mg, 0.45 mmol). The mixture was stirred for 40 minutes, and 3-(1H-tetrazol-5-yl)-phenylamine was added. The mixture was stirred for 2 hours, and a pink precipitate formed. The mixture was filtered, and the filtrate was washed with 1.0 N aq. HCl and brine, dried over MgSO4, and concent... Run in ClC(C)Cl (dichloroethane). RXN SMILES: [C:1]([O:5][C:6]([N:8]1[CH2:13][CH2:12][C:11]([CH3:17])([C:14]([OH:16])=O)[CH2:10][CH2:9]1)=[O:7])([CH3:4])([CH3:3])[CH3:2].N1C=CC=CC=1.C(Cl)(=O)C(Cl)=O.[NH:30]1[C:34]([C:35]2[CH:36]=[C:37]([NH2:41])[CH:38]=[CH:39][CH:40]=2)=[N:33][N:32]=[N:31]1>ClC(Cl)C.CN(C=O)C>[NH:33]1[C:34]([C:35]2[CH:36]=[C:37]([NH:41][C:14]([C:11]3([CH3:17])[CH2:10][CH2:9][N:8]([C:6]([O:5][C:1]([CH3:2])([CH3:3])[CH3:4])=[O:7])[CH2:13][CH2:12]3)=[O:16])[CH:38]=[CH:39][CH:40]=2)=[N:30][N:31]=[N:32]1. Reactants: C1(=CC=CC=C1)[C@@H]1[C@@H](CCCC1)N1CCC(CC1)N ((+/−)-[cis-1-(2-phenyl-cyclohexyl)-piperidin-4-yl]-amine), BrC=1C=NC=NC1 (5-bromo-pyrimidine), C1(=CC=CC=C1)P(C1=C(C2=CC=CC=C2C=C1)C1=C(C=CC2=CC=CC=C12)P(C1=CC=CC=C1)C1=CC=CC=C1)C1=CC=CC=C1 (rac-2,2′-bis(diphenylphosphino)-1,1′-binaphtyl), CC(C)([O-])C.[Na+] (sodium tert-butoxide), BrC=1C=NC=NC1 (5-bromopyrimidine). The solvent is C1(=CC=CC=C1)C (toluene), C(C)(=O)OCC (ethyl acetate), C(C)OCC (diethyl ether). Run at temperature 70 celsius. Product: C1(=CC=CC=C1)[C@@H]1[C@@H](CCCC1)N1CCC(CC1)NC=1C=NC=NC1 ((+/−)-[cis-1-(2-Phenyl-cyclohexyl)-piperidin-4-yl]-pyrimidin-5-yl-amine). Yield: 20.6%. Reaction SMILES: Br[C:2]1[CH:3]=[N:4][CH:5]=[N:6][CH:7]=1.[C:8]1([C@H:14]2[CH2:19][CH2:18][CH2:17][CH2:16][C@H:15]2[N:20]2[CH2:25][CH2:24][CH:23]([NH2:26])[CH2:22][CH2:21]2)[CH:13]=[CH:12][CH:11]=[CH:10][CH:9]=1.C1(P(C2C=CC=CC=2)C2C=CC3C(=CC=CC=3)C=2C2C3C(=CC=CC=3)C=CC=2P(C2C=CC=CC=2)C2C=CC=CC=2)C=CC=CC=1.CC(C)([O-])C.[Na+]>C1(C)C=CC=CC=1.C(OCC)(=O)C.C(OCC)C>[C:8]1([C@H:14]2[CH2:19][CH2:18][CH2:17][CH2:16][C@H:15]2[N:20]2[CH2:25][CH2:24][CH:23]([NH:26][C:2]3[CH:3]=[N:4][CH:5]=[N:6][CH:7]=3)[CH2:22][CH2:21]2)[CH:9]=[CH:10][CH:11]=[CH:12][CH:13]=1 |f:3.4|. Procedure: The title compound, MS (ISP): m/e=446.4 (M+H+), was prepared as for example 209, steps (A) to (C). Step (B) was performed using 5-bromo-pyrimidine as follows: A suspension of (+/−)-[cis-1-(2-phenyl-cyclohexyl)-piperidin-4-yl]-amine (1.46 g, 5.65 mmol) in toluene (35 ml) was degassed with a flow of argon for 10 minutes. Tris-(dibenzylideneacetone)dipalladium chloroform complex (179 mg, 0.17 mmol), rac-2,2′-bis(diphenylphosphino)-1,1′-binaphtyl (BINAP, 108.0 mg, 0.17 mmol), sodium tert-butoxide (0...